The task is: describe an organic reaction: reactants, conditions, products, and yield. This data is from the Open Reaction Database (ORD), a public repository of structured organic reaction records. Starting materials: solid, BrC=1C=C(C(=CC1)NCC1=CC2=C(N=C(S2)SC)C=C1)N (4-Bromo-N1-((2-(methylthio)benzo[d]thiazol-6-yl)methyl)benzene-1,2-diamine), BrC=1C=C(C(=CC1OC)N)NCC1=CC2=C(N=C(S2)SC)C=C1 (4-bromo-5-methoxy-N2-((2-(methylthio)benzo[d]thiazol-6-yl)methyl)benzene-1,2-diamine). Product: BrC1=CC2=C(N(C=N2)CC2=CC3=C(N=C(S3)SC)C=C2)C=C1 (6-((5-Bromo-1H-benzo[d]imidazol-1-yl)methyl)-2-(methylthio)benzo[d]thiazole). RXN SMILES: [Br:1][C:2]1[CH:3]=[C:4]([NH2:21])[C:5]([NH:8][CH2:9][C:10]2[CH:20]=[CH:19][C:13]3[N:14]=[C:15]([S:17][CH3:18])[S:16][C:12]=3[CH:11]=2)=[CH:6][CH:7]=1.Br[C:23]1C=C(NCC2C=CC3N=C(SC)SC=3C=2)C(N)=CC=1OC>>[Br:1][C:2]1[CH:7]=[CH:6][C:5]2[N:8]([CH2:9][C:10]3[CH:20]=[CH:19][C:13]4[N:14]=[C:15]([S:17][CH3:18])[S:16][C:12]=4[CH:11]=3)[CH:23]=[N:21][C:4]=2[CH:3]=1. Procedure details: 6-((5-Bromo-1H-benzo[d]imidazol-1-yl)methyl)-2-(methylthio)benzo[d]thiazole was synthesized as a white solid (630 mg, 57%) using a procedure analogous to that described in Step 3 of Example 41, substituting 4-bromo-N1-((2-(methylthio)benzo[d]thiazol-6-yl)methyl)benzene-1,2-diamine from Step 3 of this Example for 4-bromo-5-methoxy-N2-((2-(methylthio)benzo[d]thiazol-6-yl)methyl)benzene-1,2-diamine used in Example 41. 1H NMR (300 MHz, DMSO-d6) δ 8.51 (s, 1H), 8.00 (s, 1H), 7.75-7.91 (m, 2H), 7.54 (... Starting materials: COC1=CC=C(C=C1)C(=O)C(=O)C1=CC=C(C=C1)OC (4,4'-dimethoxybenzil), C1(=CC=CC=C1)CC(=O)CC1=CC=CC=C1 (1,3-diphenylacetone). The product is C1(=CC=CC=C1)C=1C(C(=C(C1C1=CC=C(C=C1)OC)C1=CC=C(C=C1)OC)C1=CC=CC=C1)=O (2,5-Diphenyl-3,4-bis(4-methoxyphenyl)-2,4-cyclopentadiene-1-one). As a reaction SMILES: [CH3:1][O:2][C:3]1[CH:8]=[CH:7][C:6]([C:9]([C:11]([C:13]2[CH:18]=[CH:17][C:16]([O:19][CH3:20])=[CH:15][CH:14]=2)=O)=O)=[CH:5][CH:4]=1.[C:21]1([CH2:27][C:28]([CH2:30][C:31]2[CH:36]=[CH:35][CH:34]=[CH:33][CH:32]=2)=[O:29])[CH:26]=[CH:25][CH:24]=[CH:23][CH:22]=1>>[C:31]1([C:30]2[C:28](=[O:29])[C:27]([C:21]3[CH:22]=[CH:23][CH:24]=[CH:25][CH:26]=3)=[C:11]([C:13]3[CH:18]=[CH:17][C:16]([O:19][CH3:20])=[CH:15][CH:14]=3)[C:9]=2[C:6]2[CH:5]=[CH:4][C:3]([O:2][CH3:1])=[CH:8][CH:7]=2)[CH:32]=[CH:33][CH:34]=[CH:35][CH:36]=1. Procedure: The tetracyclone is prepared from 4,4'-dimethoxybenzil and 1,3-diphenylacetone (XV) by the procedure described in "Organic Syntheses," Coll., Vol. 3, E. C. Horning, Ed., Wiley, N.Y., 1955, pp 806-807: mp 227°-228° C. (mp 226.8-227.2° C. reported in Coan et al J. Am. Chem. Soc., 77, 60 (1955). Reactants: CC(C)(C)[Si](OCC1=C(N=NN1C)CO)(C1=CC=CC=C1)C1=CC=CC=C1 ([5-({[(1,1-dimethylethyl)(diphenyl)silyl]oxy}methyl)-1-methyl-1H-[1,2,3]triazol-4-yl]methanol), ClC1=NN2C(C3=CC=CC=C13)=NN=C2C2=NOC(=C2)C (6-chloro-3-(5-methylisoxazol-3-yl)-[1,2,4]triazolo[3,4-α]phthalazine). Yields the product CC(C)(C)[Si](C1=CC=CC=C1)(C1=CC=CC=C1)OCC1=C(N=NN1C)COC1=NN2C(C3=CC=CC=C13)=NN=C2C2=NOC(=C2)C (6-({[5-({[(1,1-Dimethylethyl)(diphenyl)silyl]oxyl}methyl)-1-methyl-1H-[1,2,3]triazol-4-yl]methyl}oxy)-3-(5-methylisoxazol-3-yl)-[1,2,4]triazolo[3,4-α]phthalazine). Yield: 95.9%. Reaction SMILES: [CH3:1][C:2]([Si:5]([C:22]1[CH:27]=[CH:26][CH:25]=[CH:24][CH:23]=1)([C:16]1[CH:21]=[CH:20][CH:19]=[CH:18][CH:17]=1)[O:6][CH2:7][C:8]1[N:12]([CH3:13])[N:11]=[N:10][C:9]=1[CH2:14][OH:15])([CH3:4])[CH3:3].Cl[C:29]1[C:38]2[C:33](=[CH:34][CH:35]=[CH:36][CH:37]=2)[C:32]2=[N:39][N:40]=[C:41]([C:42]3[CH:46]=[C:45]([CH3:47])[O:44][N:43]=3)[N:31]2[N:30]=1>>[CH3:4][C:2]([Si:5]([O:6][CH2:7][C:8]1[N:12]([CH3:13])[N:11]=[N:10][C:9]=1[CH2:14][O:15][C:29]1[C:38]2[C:33](=[CH:34][CH:35]=[CH:36][CH:37]=2)[C:32]2=[N:39][N:40]=[C:41]([C:42]3[CH:46]=[C:45]([CH3:47])[O:44][N:43]=3)[N:31]2[N:30]=1)([C:22]1[CH:27]=[CH:26][CH:25]=[CH:24][CH:23]=1)[C:16]1[CH:21]=[CH:20][CH:19]=[CH:18][CH:17]=1)([CH3:1])[CH3:3]. Procedure details: The reaction was carried out according to Example 1 step 4 using [5-({[(1,1-dimethylethyl)(diphenyl)silyl]oxy}methyl)-1-methyl-1H-[1,2,3]triazol-4-yl]methanol (1.20 g, 3.14 mmol) and 6-chloro-3-(5-methylisoxazol-3-yl)-[1,2,4]triazolo[3,4-α]phthalazine (0.90 mg, 3.14 mmol). The crude residue was purified by column chromatography on silica using 1-2% MeOH/CH2Cl2 containing 1% NH3 to yield the desired phthalazine (1.90 g, 96%). 1H NMR (360 MHz, CDCl3) δ 8.68 (1H, d, J=7.9 Hz), 7.99 (1H, d, J=7.9 Hz... Reactants: C(C)[SiH](CC)CC (Triethylsilane), OC1(CN2CCC1CC2)C2=CC=C(C=C2)OC (3-hydroxy-3-(4-methoxyphenyl)quinuclidine), FC(C(=O)O)(F)F (trifluoroacetic acid), C(O)([O-])=O.[Na+] (sodium hydrogen carbonate). Product: C(C(=O)O)(=O)O.COC1=CC=C(C=C1)C1CN2CCC1CC2 (3-(4-Methoxyphenyl)quinuclidine Hydrogen Oxalate), free base. Isolated yield 83.0%. As a reaction SMILES: C([SiH](CC)CC)C.O[C:9]1([C:17]2[CH:22]=[CH:21][C:20]([O:23][CH3:24])=[CH:19][CH:18]=2)[CH:14]2[CH2:15][CH2:16][N:11]([CH2:12][CH2:13]2)[CH2:10]1.[C:25](=[O:28])([O-:27])O.[Na+].FC(F)(F)[C:32]([OH:34])=[O:33]>>[C:32]([OH:34])(=[O:33])[C:25]([OH:27])=[O:28].[CH3:24][O:23][C:20]1[CH:21]=[CH:22][C:17]([CH:9]2[CH:14]3[CH2:13][CH2:12][N:11]([CH2:16][CH2:15]3)[CH2:10]2)=[CH:18][CH:19]=1 |f:2.3,5.6|. Procedure details: Triethylsilane (3.8 mL, 0.024 mol) was added to a stirred solution of 3-hydroxy-3-(4-methoxyphenyl)quinuclidine (1.0 g, 0.0048 mol, prepared as in Example 2) in trifluoroacetic acid (10 mL). After 20 hours at 50° C. the solution was cooled to 5° C. and basified to pH9 with saturated sodium hydrogen carbonate solution. The mixture was extracted with dichloromethane (3× 100 mL), then the combined organics were dried (sodium sulphate) then evaporated to dryness. The crude product was purified by fl... The reactants are BrC=1SC=CC1C(CCCC1=CC=CC=C1)O (1-(2-bromo-thiophen-3-yl)-4-phenyl-butan-1-ol), C(C)OC(CC1(CC1)C1=CC=C(C=C1)C1=CC=C(C=C1)B1OC(C(O1)(C)C)(C)C)=O ({1-[4′-(4,4,5,5-tetramethyl-[1,3,2]dioxaborolan-2-yl)-biphenyl-4-yl]-cyclopropyl}-acetic acid ethyl ester). Product: C(C)OC(CC1(CC1)C1=CC=C(C=C1)C1=CC=C(C=C1)C=1SC=CC1C(CCCC1=CC=CC=C1)O)=O ((1-{4′-[3-(1-Hydroxy-4-phenyl-butyl)-thiophen-2-yl]-biphenyl-4-yl}-cyclopropyl)-acetic acid ethyl ester). RXN SMILES: Br[C:2]1[S:3][CH:4]=[CH:5][C:6]=1[CH:7]([OH:17])[CH2:8][CH2:9][CH2:10][C:11]1[CH:16]=[CH:15][CH:14]=[CH:13][CH:12]=1.[CH2:18]([O:20][C:21](=[O:47])[CH2:22][C:23]1([C:26]2[CH:31]=[CH:30][C:29]([C:32]3[CH:37]=[CH:36][C:35](B4OC(C)(C)C(C)(C)O4)=[CH:34][CH:33]=3)=[CH:28][CH:27]=2)[CH2:25][CH2:24]1)[CH3:19]>>[CH2:18]([O:20][C:21](=[O:47])[CH2:22][C:23]1([C:26]2[CH:27]=[CH:28][C:29]([C:32]3[CH:37]=[CH:36][C:35]([C:2]4[S:3][CH:4]=[CH:5][C:6]=4[CH:7]([OH:17])[CH2:8][CH2:9][CH2:10][C:11]4[CH:16]=[CH:15][CH:14]=[CH:13][CH:12]=4)=[CH:34][CH:33]=3)=[CH:30][CH:31]=2)[CH2:24][CH2:25]1)[CH3:19]. Procedure details: Prepared according to the procedure described in Example 1, Step 2, using the following starting materials: 1-(2-bromo-thiophen-3-yl)-4-phenyl-butan-1-ol and {1-[4′-(4,4,5,5-tetramethyl-[1,3,2]dioxaborolan-2-yl)-biphenyl-4-yl]-cyclopropyl}-acetic acid ethyl ester. Starting materials: OC1=C(C(=O)NC2=C(C(=O)OC(C)(C)C)C=CC(=C2)C2=CC=CC=C2)C=CC(=C1)C1=CC=CC=C1 (tert-butyl 2-(2-hydroxy-4-phenylbenzamido)-4-phenylbenzoate). Conditions: time 10 minute. The product is OC1=C(C(=O)NC2=C(C(=O)O)C=CC(=C2)C2=CC=CC=C2)C=CC(=C1)C1=CC=CC=C1 (2-(2-hydroxy-4-phenylbenzamido)-4-phenylbenzoic acid). The solvent is C(Cl)Cl (methylene chloride), FC(C(=O)O)(F)F (trifluoroacetic acid), FC(C(=O)O)(F)F (Trifluoroacetic acid). Reported procedure: A solution mixture of the obtained tert-butyl 2-(2-hydroxy-4-phenylbenzamido)-4-phenylbenzoate in methylene chloride (6 mL) and trifluoroacetic acid (1 mL) was stirred at room temperature for 3 hours and 10 minutes. Trifluoroacetic acid (2 mL) was added to the reaction mixture, followed by stirring at room temperature for 1 hour. The solvent was evaporated under reduced pressure, and diisopropyl ether was added to the obtained residue. The solid substance was collected by filtration to obtain 0.... RXN SMILES: [OH:1][C:2]1[CH:29]=[C:28]([C:30]2[CH:35]=[CH:34][CH:33]=[CH:32][CH:31]=2)[CH:27]=[CH:26][C:3]=1[C:4]([NH:6][C:7]1[CH:19]=[C:18]([C:20]2[CH:25]=[CH:24][CH:23]=[CH:22][CH:21]=2)[CH:17]=[CH:16][C:8]=1[C:9]([O:11]C(C)(C)C)=[O:10])=[O:5]>C(Cl)Cl.FC(F)(F)C(O)=O>[OH:1][C:2]1[CH:29]=[C:28]([C:30]2[CH:35]=[CH:34][CH:33]=[CH:32][CH:31]=2)[CH:27]=[CH:26][C:3]=1[C:4]([NH:6][C:7]1[CH:19]=[C:18]([C:20]2[CH:25]=[CH:24][CH:23]=[CH:22][CH:21]=2)[CH:17]=[CH:16][C:8]=1[C:9]([OH:11])=[O:10])=[O:5]. Starting materials: ClC=1SC(=CC1)S(=O)(=O)C1=CC=C(C=C1)Cl (2-chloro-5-(4'-chlorophenylsulfonyl) thiophene), FC1=CC=CC=C1 (fluorobenzene). Solvent: ClC1=CC=CC=C1 (chlorobenzene). The product is ClC=1SC(=CC1)S(=O)(=O)C1=CC=C(C=C1)F (2-chloro-5-(4'-fluorophenylsulfonyl)thiophene). RXN SMILES: [Cl:1][C:2]1[S:3][C:4]([S:7]([C:10]2[CH:15]=[CH:14][C:13](Cl)=[CH:12][CH:11]=2)(=[O:9])=[O:8])=[CH:5][CH:6]=1.[F:17]C1C=CC=CC=1>ClC1C=CC=CC=1>[Cl:1][C:2]1[S:3][C:4]([S:7]([C:10]2[CH:15]=[CH:14][C:13]([F:17])=[CH:12][CH:11]=2)(=[O:9])=[O:8])=[CH:5][CH:6]=1. Reported procedure: This monomer was synthesized as described in Example 3 for 2-chloro-5-(4'-chlorophenylsulfonyl) thiophene with 1.6 moles of fluorobenzene being substituted for chlorobenzene. The synthesis produced white crystals with a Tm =89.9° C.